From a dataset of the Open Reaction Database (ORD), a public repository of structured organic reaction records. describe an organic reaction: reactants, conditions, products, and yield The reactants are 2-fluoro, ClC1=CC(=C(C=C1)C=1N(N=CC1C(=O)OCC)C)C(C1=C(C=CC=C1)Cl)OC (3-[4-chloro-2-(2-chloro-α-methoxy-benzyl)-phenyl]-ethoxycarbonyl-2-methyl-pyrazole), [OH-].[Na+] (sodium hydroxide). The solvent is C(C)O (ethanol). Product: ClC1=CC(=C(C=C1)C=1N(N=CC1C(=O)O)C)C(C1=C(C=CC=C1)Cl)OC (3-[4-chloro-2-(2-chloro-α-methoxy-benzyl)-phenyl]-2-methylpyrazole-4-carboxylic acid). As a reaction SMILES: [Cl:1][C:2]1[CH:7]=[CH:6][C:5]([C:8]2[N:9]([CH3:18])[N:10]=[CH:11][C:12]=2[C:13]([O:15]CC)=[O:14])=[C:4]([CH:19]([O:27][CH3:28])[C:20]2[CH:25]=[CH:24][CH:23]=[CH:22][C:21]=2[Cl:26])[CH:3]=1.[OH-].[Na+]>C(O)C>[Cl:1][C:2]1[CH:7]=[CH:6][C:5]([C:8]2[N:9]([CH3:18])[N:10]=[CH:11][C:12]=2[C:13]([OH:15])=[O:14])=[C:4]([CH:19]([O:27][CH3:28])[C:20]2[CH:25]=[CH:24][CH:23]=[CH:22][C:21]=2[Cl:26])[CH:3]=1 |f:1.2|. Reported procedure: The starting material is prepared analogously as the 2-fluoro analog of Example 6.77 g of 3-[4-chloro-2-(2-chloro-α-methoxy-benzyl)-phenyl]-ethoxycarbonyl-2-methyl-pyrazole are dissolved in 900 ml of ethanol and 240 ml of N aqueous sodium hydroxide and the solution is refluxed for 2 hours. After cooling the aqueous phase is separated, washed with diethyl ether and acidified with hydrochloric acid. It is extracted with methylene chloride, the extract dried and evaporated. The residue is recrystal... Reactants: [Li]CCCC, CC(C)(C)NS(=O)(=O)c1ccc2c(c1)CCCC2, CC(C)(C)NS(=O)(=O)c1cccc2c1CCCC2, C1CCOC1. Product: CC(C)(C)NS(=O)(=O)c1cccc2c1C(O)CCC2. RXN SMILES: [CH2:37]([Li:38])[CH2:39][CH2:40][CH3:41].[CH3:19][C:20]([NH:21][S:22]([c:23]1[cH:24][cH:26][c:27]2[c:32]([cH:33]1)[CH2:31][CH2:30][CH2:29][CH2:28]2)(=[O:25])=[O:34])([CH3:35])[CH3:36].[CH3:1][C:2]([CH3:3])([CH3:4])[NH:5][S:6](=[O:7])(=[O:8])[c:9]1[cH:10][cH:11][cH:12][c:13]2[c:18]1[CH2:17][CH2:16][CH2:15][CH2:14]2.[O:42]1[CH2:43][CH2:44][CH2:45][CH2:46]1>>[CH3:1][C:2]([CH3:3])([CH3:4])[NH:5][S:6](=[O:7])(=[O:8])[c:9]1[cH:10][cH:11][cH:12][c:13]2[c:18]1[CH:17]([OH:25])[CH2:16][CH2:15][CH2:14]2. The reactants are O.NN (hydrazine hydrate), Cl (HCl), COC1=C(C=O)C=C(C=C1)Cl (2-methoxy-5-chlorobenzaldehyde), [OH-].[K+] (potassium hydroxide). Run in OCCOCCO (bis-(2-hydroxyethyl)ether), O (water). Conditions: temperature 125 celsius. The product is CC1=C(C=CC(=C1)Cl)OC (2-Methyl-4-Chloroanisole). As a reaction SMILES: [CH3:1][O:2][C:3]1[CH:10]=[CH:9][C:8]([Cl:11])=[CH:7][C:4]=1[CH:5]=O.O.NN.[OH-].[K+].Cl>OCCOCCO.O>[CH3:5][C:4]1[CH:7]=[C:8]([Cl:11])[CH:9]=[CH:10][C:3]=1[O:2][CH3:1] |f:1.2,3.4|. Procedure details: To a suspension of 2-methoxy-5-chlorobenzaldehyde (34.5 g, 0.202 mole) in bis-(2-hydroxyethyl)ether (225 ml) was added hydrazine hydrate (17.7 g, 0.353 mole) and the mixture heated on a 125° C. oil bath for 15 minutes. It was then cooled to 50° C. and powdered potassium hydroxide (15.5 g of 85%, 0.24 mole) added. The mixture was heated on a 165° C. oil bath for 30 minutes. After it had cooled to room temperature it was poured into water (600 ml) and the aqueous solution acidified by addition of ... Reactants: O=Cc1ccc(Br)cc1F, [Na+], [Na+], O=C([O-])[O-], OB(O)c1ccc(F)cc1, [Pd], c1ccc(P(c2ccccc2)c2ccccc2)cc1, c1ccc(P(c2ccccc2)c2ccccc2)cc1, c1ccc(P(c2ccccc2)c2ccccc2)cc1, c1ccc(P(c2ccccc2)c2ccccc2)cc1. The product is O=Cc1ccc(-c2ccc(F)cc2)cc1F. RXN SMILES: [Br:1][c:2]1[cH:3][c:4]([F:10])[c:5]([CH:6]=[O:7])[cH:8][cH:9]1.[Na+:21].[Na+:22].[O-:23][C:24](=[O:25])[O-:26].[OH:11][B:12]([OH:13])[c:14]1[cH:15][cH:16][c:17]([F:18])[cH:19][cH:20]1.[Pd:103].[c:27]1([P:28]([c:29]2[cH:30][cH:31][cH:32][cH:33][cH:34]2)[c:35]2[cH:36][cH:37][cH:38][cH:39][cH:40]2)[cH:41][cH:42][cH:43][cH:44][cH:45]1.[c:46]1([P:47]([c:48]2[cH:49][cH:50][cH:51][cH:52][cH:53]2)[c:54]2[cH:55][cH:56][cH:57][cH:58][cH:59]2)[cH:60][cH:61][cH:62][cH:63][cH:64]1.[c:65]1([P:66]([c:67]2[cH:68][cH:69][cH:70][cH:71][cH:72]2)[c:73]2[cH:74][cH:75][cH:76][cH:77][cH:78]2)[cH:79][cH:80][cH:81][cH:82][cH:83]1.[c:84]1([P:85]([c:86]2[cH:87][cH:88][cH:89][cH:90][cH:91]2)[c:92]2[cH:93][cH:94][cH:95][cH:96][cH:97]2)[cH:98][cH:99][cH:100][cH:101][cH:102]1>>[c:2]1(-[c:14]2[cH:15][cH:16][c:17]([F:18])[cH:19][cH:20]2)[cH:3][c:4]([F:10])[c:5]([CH:6]=[O:7])[cH:8][cH:9]1.